This data is from the Open Reaction Database (ORD), a public repository of structured organic reaction records. The task is: describe an organic reaction: reactants, conditions, products, and yield Starting materials: [H-].[Na+] (sodium hydride), CS(=O)(=O)O[C@@H]1CN(CC1)CCC1=CC=C(C=C1)OC ((S)-3-methanesulfonyloxy-1-(4-methoxyphenethyl)pyrrolidine), ice water, C1=CC=CC=2NC3=C(OCC21)C=CC=C3 (5,11-dihydrodibenzo[b,e][1,4]oxazepine). Run in CCCCCC (hexane), CS(=O)C (dimethyl sulfoxide), CS(=O)C (dimethyl sulfoxide). Conditions: time 50 minute. Product: COC1=CC=C(CCN2C[C@@H](CC2)N2C3=C(OCC4=C2C=CC=C4)C=CC=C3)C=C1 ((R)-5,11-dihydro-5-[1-(4-methoxyphenethyl) pyrrolidine-3-yl]dibenzo[b,e][1,4]oxazepine), oil. The yield is 36.0%. As a reaction SMILES: [H-].[Na+].[CH:3]1[C:13]2[CH2:12][O:11][C:10]3[CH:14]=[CH:15][CH:16]=[CH:17][C:9]=3[NH:8][C:7]=2[CH:6]=[CH:5][CH:4]=1.CS(O[C@H:23]1[CH2:27][CH2:26][N:25]([CH2:28][CH2:29][C:30]2[CH:35]=[CH:34][C:33]([O:36][CH3:37])=[CH:32][CH:31]=2)[CH2:24]1)(=O)=O>CCCCCC.CS(C)=O>[CH3:37][O:36][C:33]1[CH:32]=[CH:31][C:30]([CH2:29][CH2:28][N:25]2[CH2:26][CH2:27][C@@H:23]([N:8]3[C:7]4[CH:6]=[CH:5][CH:4]=[CH:3][C:13]=4[CH2:12][O:11][C:10]4[CH:14]=[CH:15][CH:16]=[CH:17][C:9]3=4)[CH2:24]2)=[CH:35][CH:34]=1 |f:0.1|. Reported procedure: 60% sodium hydride (240 mg, 6.0 mmol) was washed with hexane under argon atmosphere, and then suspended in dimethyl sulfoxide (20 ml). After stirring at room temperature for 50 minutes, 5,11-dihydrodibenzo[b,e][1,4]oxazepine (1.20 g, 6.0 mmol) was added to the obtained suspension. They were stirred at room temperature for 60 minutes and then at 50° C. for 60 minutes. A solution of (S)-3-methanesulfonyloxy-1-(4-methoxyphenethyl)pyrrolidine (734 mg, 2.45 mmol) in dimethyl sulfoxide (10 ml) was add... Yields the product BrC1=CC=C(C=C1)[C@H](C(=O)O)C ((R)-2-(4-bromophenyl)propanoic acid). RXN SMILES: C([C@@H]1COC(=O)N1[C:14](=[O:24])[C@@H:15]([C:17]1[CH:22]=[CH:21][C:20]([Br:23])=[CH:19][CH:18]=1)[CH3:16])C1C=CC=CC=1.OO.[Li+].[OH-].[O-:29]S([O-])=O.[Na+].[Na+]>C1COCC1>[Br:23][C:20]1[CH:19]=[CH:18][C:17]([C@@H:15]([CH3:16])[C:14]([OH:24])=[O:29])=[CH:22][CH:21]=1 |f:2.3,4.5.6|. Isolated yield 90.0%. Reactants: C(C1=CC=CC=C1)[C@H]1N(C(OC1)=O)C([C@H](C)C1=CC=C(C=C1)Br)=O ((R)-4-benzyl-3-((R)-2-(4-bromophenyl)propanoyl)oxazolidin-2-one), OO (H2O2), [O-]S(=O)[O-].[Na+].[Na+] (Na2SO3), [Li+].[OH-] (LiOH). Procedure details: To a solution of 76B (209 mg, 0.54 mmol) in THF (5 mL) at 0° C., was added H2O2 (0.33 mL, 50%, 5.4 mmol) dropwise, followed by aq. LiOH (1.1 mL, 1.0 M, 1.1 mmol). The solution was stirred at rt for 2 h. Aq. Na2SO3 (1M, 20 mL) was added and stirred rt for 30 min. The aqueous phase was extracted with CH2Cl2 (2×10 mL), acidified to pH=2 with 1N HCl, and extracted with EtOAc (3×20 mL). The organic layer washed with brine, dried (Na2SO4) and concentrated to give 76C (110 mg, 90%). MS (ESI) m/z 229.0 ... Run at time 2 hour. Solvent: C1CCOC1 (THF). The reactants are BrBr (bromine), ClC1=C(OCC(C(CF)(C)C)=O)C=CC(=C1)Cl (1-(2,4-dichlorophenoxy)-3,3-dimethyl-4-fluoro-2-butanone), O (water). Solvent: C(Cl)(Cl)Cl (chloroform), C(Cl)(Cl)Cl (chloroform). The product is BrC(C(C(CF)(C)C)=O)OC1=C(C=C(C=C1)Cl)Cl (1-bromo-1-(2,4-dichlorophenoxy)-3,3-dimethyl-4-fluoro-2-butanone). Isolated yield 80.7%. As a reaction SMILES: [Cl:1][C:2]1[CH:16]=[C:15]([Cl:17])[CH:14]=[CH:13][C:3]=1[O:4][CH2:5][C:6](=[O:12])[C:7]([CH3:11])([CH3:10])[CH2:8][F:9].[Br:18]Br.O>C(Cl)(Cl)Cl>[Br:18][CH:5]([O:4][C:3]1[CH:13]=[CH:14][C:15]([Cl:17])=[CH:16][C:2]=1[Cl:1])[C:6](=[O:12])[C:7]([CH3:11])([CH3:10])[CH2:8][F:9]. Procedure details: 199.5 g (0.71 mol) of 1-(2,4-dichlorophenoxy)-3,3-dimethyl-4-fluoro-2-butanone were dissolved in 500 ml of chloroform and 114 g (0.71 mol) of bromine were added dropwise at 20° to 30° C., while stirring and cooling. The mixture was subsequently stirred at 20° C. for 2 hours, 200 ml of water were carefully added to the chloroform phase was washed several times with ice-water and dried over sodium sulphate. After distilling off the solvent in vacuo, 205.2 g (78% of theory) of 1-bromo-1-(2,4-dichlo... The reactants are C(C)OC(=O)C1=NC(=CC(=C1)C1=CC(=NC=C1)Cl)C (2′-Chloro-6-methyl-[4,4′]bipyridinyl-2-carboxylic acid ethyl ester), NC1=NC(=CC=C1)C (2-amino-6methylpyridine). Product: CC1=CC=CC(=N1)NC(=O)C1=NC(=CC(=C1)C1=CC(=NC=C1)Cl)C (2′-Chloro-6-methyl-[4,4′]bipyridinyl-2-carboxylic acid (6-methyl-pyridin-2-yl)-amide). RXN SMILES: C(O[C:4]([C:6]1[CH:11]=[C:10]([C:12]2[CH:17]=[CH:16][N:15]=[C:14]([Cl:18])[CH:13]=2)[CH:9]=[C:8]([CH3:19])[N:7]=1)=[O:5])C.[NH2:20][C:21]1[CH:26]=[CH:25][CH:24]=[C:23]([CH3:27])[N:22]=1>>[CH3:27][C:23]1[N:22]=[C:21]([NH:20][C:4]([C:6]2[CH:11]=[C:10]([C:12]3[CH:17]=[CH:16][N:15]=[C:14]([Cl:18])[CH:13]=3)[CH:9]=[C:8]([CH3:19])[N:7]=2)=[O:5])[CH:26]=[CH:25][CH:24]=1. Procedure details: The title compound, was prepared from 2′-Chloro-6-methyl-[4,4′]bipyridinyl-2-carboxylic acid ethyl ester in accordance with the general method of example 26, step 6 using 2-amino-6methylpyridine instead of 3-chloroaniline to yield the final compound as a white crystalline, MS (ISP): m/e=339.2, 341.1 (M+H)+. The reactants are Cn1c(C(F)(F)F)cc(=O)n(-c2ccc(Cl)c3cc(C(=O)O)oc23)c1=O, CCN, O, O=S(Cl)Cl. The product is CCNC(=O)c1cc2c(Cl)ccc(-n3c(=O)cc(C(F)(F)F)n(C)c3=O)c2o1. RXN SMILES: [C:5](=[O:6])([OH:7])[c:8]1[o:9][c:10]2[c:11]([cH:12]1)[c:13]([Cl:30])[cH:14][cH:15][c:16]2-[n:17]1[c:18](=[O:29])[n:19]([CH3:28])[c:20]([C:24]([F:25])([F:26])[F:27])[cH:21][c:22]1=[O:23].[CH3:31][CH2:32][NH2:33].[OH2:34].[S:1]([Cl:2])([Cl:3])=[O:4]>>[C:5](=[O:7])([c:8]1[o:9][c:10]2[c:11]([cH:12]1)[c:13]([Cl:30])[cH:14][cH:15][c:16]2-[n:17]1[c:18](=[O:29])[n:19]([CH3:28])[c:20]([C:24]([F:25])([F:26])[F:27])[cH:21][c:22]1=[O:23])[NH:33][CH2:32][CH3:31]. Reactants: C(C)OC(=O)NC(=NCC1CCCCC1)NCCCC=1N=CNC1 (N-Ethoxycarbonyl-N'-[3-(1H-imidazol-4-yl)propyl]-N"-cyclohexylmethylguanidine). The solvent is Cl (hydrochloric acid). The product is N1C=NC(=C1)CCCNC(=N)NCC1CCCCC1 (N-[3-(1H-Imidazol-4-yl)propyl]-N'-cyclohexylmethylguanidine). RXN SMILES: C(OC([NH:6][C:7]([NH:16][CH2:17][CH2:18][CH2:19][C:20]1[N:21]=[CH:22][NH:23][CH:24]=1)=[N:8][CH2:9][CH:10]1[CH2:15][CH2:14][CH2:13][CH2:12][CH2:11]1)=O)C>Cl>[NH:23]1[CH:24]=[C:20]([CH2:19][CH2:18][CH2:17][NH:16][C:7]([NH:8][CH2:9][CH:10]2[CH2:11][CH2:12][CH2:13][CH2:14][CH2:15]2)=[NH:6])[N:21]=[CH:22]1. Reported procedure: 1.5 mmol of the compound obtained in Example 52 are brought to reflux for 30 min in 15 ml of 1N hydrochloric acid and are then concentrated to dryness. The residual dry form is crystallized from diethyl ether. The reactants are S(=O)(Cl)Cl (Thionyl chloride), C(O)([O-])=O.[Na+] (sodium hydrogen carbonate), N(C1=CC=CC=C1)CC(=O)OC1CC1 (cyclopropyl 2-anilinoacetate), CC=1C=C(C=CC1)NC(NCC(=O)O)=O (2-[3-(3-methylphenyl)ureido]acetic acid). The solvent is ClCCCl (1,2-dichloroethane), C(Cl)Cl (methylene chloride). Product: CC=1C=C(C=CC1)NC(NCC(=O)N(C1=CC=CC=C1)CC(=O)OCC1CC1)=O (cyclopropylmethyl 2-{2-[3-(3-methylphenyl)ureido]-N-phenylacetamido}acetate). RXN SMILES: [NH:1]([CH2:8][C:9]([O:11][CH:12]1[CH2:14][CH2:13]1)=[O:10])[C:2]1[CH:7]=[CH:6][CH:5]=[CH:4][CH:3]=1.[CH3:15][C:16]1[CH:17]=[C:18]([NH:22][C:23](=[O:29])[NH:24][CH2:25][C:26](O)=[O:27])[CH:19]=[CH:20][CH:21]=1.S(Cl)(Cl)=O.[C:34](=O)([O-])O.[Na+]>ClCCCl.C(Cl)Cl>[CH3:15][C:16]1[CH:17]=[C:18]([NH:22][C:23](=[O:29])[NH:24][CH2:25][C:26]([N:1]([CH2:8][C:9]([O:11][CH2:12][CH:14]2[CH2:13][CH2:34]2)=[O:10])[C:2]2[CH:3]=[CH:4][CH:5]=[CH:6][CH:7]=2)=[O:27])[CH:19]=[CH:20][CH:21]=1 |f:3.4|. Procedure details: A suspension of cyclopropyl 2-anilinoacetate (2.9 g) and 2-[3-(3-methylphenyl)ureido]acetic acid in anhydrous 1,2-dichloroethane (50 cc) is heated to reflux. Thionyl chloride (1.0 cc) is then added, refluxing being maintained until the gaseous evolution has ceased. The reaction mixture is then poured into saturated aqueous sodium hydrogen carbonate solution (30 cc) and thereafter methylene chloride (50 cc) is added. The organic phase is washed with distilled water (50 cc), dried over magnesium s... Starting materials: C(C)OC(=O)[C@H]1O[C@@H]1C(N[C@H](C(=O)NCCCCNS(=O)(=O)C1=CC=C(C=C1)F)CC(C)C)=O ((2S,3S)-ethyl-3-((S)-1-(4-(4-fluorophenylsulfonamido)butylamino)-4-methyl-1-oxopentan-2-ylcarbamoyl)oxirane-2-carboxylate), [Li+].[OH-] (LiOH). Product: FC1=CC=C(C=C1)S(=O)(=O)NCCCCNC([C@H](CC(C)C)NC(=O)[C@@H]1[C@H](O1)C(=O)O)=O ((2S,3S)-3-((S)-1-(4-(4-fluorophenylsulfonamido)butylamino)-4-methyl-1-oxopentan-2-ylcarbamoyl)oxirane-2-carboxylic acid). Yield: 55.3%. Reaction SMILES: C([O:3][C:4]([C@@H:6]1[C@@H:8]([C:9](=[O:34])[NH:10][C@@H:11]([CH2:30][CH:31]([CH3:33])[CH3:32])[C:12]([NH:14][CH2:15][CH2:16][CH2:17][CH2:18][NH:19][S:20]([C:23]2[CH:28]=[CH:27][C:26]([F:29])=[CH:25][CH:24]=2)(=[O:22])=[O:21])=[O:13])[O:7]1)=[O:5])C.[Li+].[OH-]>>[F:29][C:26]1[CH:27]=[CH:28][C:23]([S:20]([NH:19][CH2:18][CH2:17][CH2:16][CH2:15][NH:14][C:12](=[O:13])[C@@H:11]([NH:10][C:9]([C@H:8]2[O:7][C@@H:6]2[C:4]([OH:5])=[O:3])=[O:34])[CH2:30][CH:31]([CH3:32])[CH3:33])(=[O:22])=[O:21])=[CH:24][CH:25]=1 |f:1.2|. Procedure: Followed general procedure using: the corresponding peptidomimetic epoxide ethyl ester 17f (213 mg, 0.42 mmol); LiOH (21 mg, 0.85 mmol); after extraction afforded the desired product as a white solid (110 mg, 54.7%). 1H NMR (DMSO-d6, 400 MHz): δ 8.15 (s, 1H); 7.89-7.85 (m, 2H); 7.38 (s, 1H); 7.21-7.17 (t, 2H); 6.14 (s, 1H); 3.68-3.60 (d, 2H); 3.38-3.37 (d, 1H, J=1.60 Hz); 3.10-3.09 (d, 1H, J=1.60 Hz); 2.97 (s, 1H); 2.85 (s, 1H); 1.65-1.56 (m, 7H); 0.91-0.88 (m, 6H). 13C NMR (DMSO-d6, 100 MHz): 1... Reactants: NC=1C=C(C=NC1)C=1C=C2CC(N(C2=CC1)C)=O (5-(5-amino-pyridin-3-yl)-1-methyl-1,3-dihydro-indol-2-one), [OH-].[Na+] (sodium hydroxide), Cl (HCl), C(C)(C)N(CC)C(C)C (diisopropylethylamine), CS(=O)(=O)Cl (methanesulfonyl chloride). Run in ClCCl (dichloromethane), O (water), ClCCl (dichloromethane). Reaction conditions: temperature -10 celsius, time 10 minute. Product: CN1C(CC2=CC(=CC=C12)C=1C=C(C=NC1)NS(=O)(=O)C)=O (N-[5-(1-methyl-2-oxo-2,3-dihydro-1H-indol-5-yl)-pyridin-3-yl]-methanesulfonamide). As a reaction SMILES: [NH2:1][C:2]1[CH:3]=[C:4]([C:8]2[CH:9]=[C:10]3[C:14](=[CH:15][CH:16]=2)[N:13]([CH3:17])[C:12](=[O:18])[CH2:11]3)[CH:5]=[N:6][CH:7]=1.C(N(C(C)C)CC)(C)C.[CH3:28][S:29](Cl)(=[O:31])=[O:30].[OH-].[Na+].Cl>ClCCl.O>[CH3:17][N:13]1[C:14]2[C:10](=[CH:9][C:8]([C:4]3[CH:3]=[C:2]([NH:1][S:29]([CH3:28])(=[O:31])=[O:30])[CH:7]=[N:6][CH:5]=3)=[CH:16][CH:15]=2)[CH2:11][C:12]1=[O:18] |f:3.4|. Procedure: To a solution of 5-(5-amino-pyridin-3-yl)-1-methyl-1,3-dihydro-indol-2-one, prepared as described in Example 3, (35 mg, 0.146 mmol), in dichloromethane (2.0 mL) was added diisopropylethylamine (75 pt, 0.44 mmol). The reaction was cooled to −10° C. and methanesulfonyl chloride (22 μL, 0.28 mmol) was added. After 15 minutes the reaction was quenched with saturated aqueous sodium bicarbonate and diluted with dichloromethane. The layers were separated and the organic layer was dried over sodium sulf...